Dataset: the Open Reaction Database (ORD), a public repository of structured organic reaction records. Task: describe an organic reaction: reactants, conditions, products, and yield Product: ClC1=NN2C(C(=CC=C2)C=2C=NN(C2)C2=CC=C(C=C2)C)=N1 (2-Chloro-8-(1-p-tolyl-1H-pyrazol-4-yl)-[1,2,4]triazolo[1,5-a]pyridine), C(C)(C)(C)OC(=O)N1CCC(CC1)C1=CC=C(C=C1)NC1=NN2C(C(=CC=C2)C=2C=NN(C2)C2=CC=C(C=C2)C)=N1 (4-{4-[8-(1-p-Tolyl-1H-pyrazol-4-yl)-[1,2,4]triazolo[1,5-a]pyridine-2-ylamino]-phenyl}-piperidine-1-carboxylic acid tert-butyl ester). The reactants are 287b, Example 2c, C1(CCCCC1)P(C1=C(C=CC=C1)C1=C(C=CC=C1)P(C1CCCCC1)C1CCCCC1)C1CCCCC1 (2,2′-bis-dicyclohexylphosphanyl-biphenyl), Example 2d, C(C)(C)(C)OC(=O)N1CCC(CC1)C1=CC=C(C=C1)N (4-(4-amino-phenyl)-piperidine-1-carboxylic acid tert-butyl ester), BrC=1C=2N(C=CC1)N=C(N2)Cl (8-bromo-2-chloro-[1,2,4]triazolo[1,5-a]pyridine), C1(=CC=C(C=C1)N1N=CC(=C1)B(O)O)C (1-p-tolyl-pyrazole-4-boronic acid), ClC1=NN2C(C(=CC=C2)C=2C=NN(C2)C2=CC=C(C=C2)C)=N1 (2-chloro-8-(1-p-tolyl-1H-pyrazol-4-yl)-[1,2,4]triazolo[1,5-a]pyridine). Reaction SMILES: BrC1C2N(N=C(Cl)N=2)C=CC=1.C1(C)C=CC(N2C=C(B(O)O)C=N2)=CC=1.[Cl:27][C:28]1[N:48]=[C:31]2[C:32]([C:36]3[CH:37]=[N:38][N:39]([C:41]4[CH:46]=[CH:45][C:44]([CH3:47])=[CH:43][CH:42]=4)[CH:40]=3)=[CH:33][CH:34]=[CH:35][N:30]2[N:29]=1.[C:49]([O:53][C:54]([N:56]1[CH2:61][CH2:60][CH:59]([C:62]2[CH:67]=[CH:66][C:65]([NH2:68])=[CH:64][CH:63]=2)[CH2:58][CH2:57]1)=[O:55])([CH3:52])([CH3:51])[CH3:50].C1(P(C2CCCCC2)C2C=CC=CC=2C2C=CC=CC=2P(C2CCCCC2)C2CCCCC2)CCCCC1>>[Cl:27][C:28]1[N:48]=[C:31]2[C:32]([C:36]3[CH:37]=[N:38][N:39]([C:41]4[CH:46]=[CH:45][C:44]([CH3:47])=[CH:43][CH:42]=4)[CH:40]=3)=[CH:33][CH:34]=[CH:35][N:30]2[N:29]=1.[C:49]([O:53][C:54]([N:56]1[CH2:61][CH2:60][CH:59]([C:62]2[CH:67]=[CH:66][C:65]([NH:68][C:28]3[N:48]=[C:31]4[C:32]([C:36]5[CH:37]=[N:38][N:39]([C:41]6[CH:46]=[CH:45][C:44]([CH3:47])=[CH:43][CH:42]=6)[CH:40]=5)=[CH:33][CH:34]=[CH:35][N:30]4[N:29]=3)=[CH:64][CH:63]=2)[CH2:58][CH2:57]1)=[O:55])([CH3:52])([CH3:50])[CH3:51]. Procedure: 2-Chloro-8-(1-p-tolyl-1H-pyrazol-4-yl)-[1,2,4]triazolo[1,5-a]pyridine was prepared from 8-bromo-2-chloro-[1,2,4]triazolo[1,5-a]pyridine and 1-p-tolyl-pyrazole-4-boronic acid in a manner analogous to Example 2c (0.40 g, 68%). 287b) 4-{4-[8-(1-p-Tolyl-1H-pyrazol-4-yl)-[1,2,4]triazolo[1,5-a]pyridine-2-ylamino]-phenyl}-piperidine-1-carboxylic acid tert-butyl ester was prepared from 2-chloro-8-(1-p-tolyl-1H-pyrazol-4-yl)-[1,2,4]triazolo[1,5-a]pyridine and 4-(4-amino-phenyl)-piperidine-1-carboxylic ac... Starting materials: C(C1=CC=CC=C1)[C@H]1N(C(OC1)=O)C([C@@H]([C@H]([C@H](C)OCC1=CC=CC=C1)O)CC1=CC=C(C=C1)C)=O ((R)-4-benzyl-3-((2R,3R,4S)-4-(benzyloxy)-3-hydroxy-2-(4-methylbenzyl)pentanoyl)oxazolidin-2-one), tert-butyl (2-methylallyl)carbonate. The reagents and catalysts are C=1C=CC(=CC1)/C=C/C(=O)/C=C/C2=CC=CC=C2.C=1C=CC(=CC1)/C=C/C(=O)/C=C/C2=CC=CC=C2.C=1C=CC(=CC1)/C=C/C(=O)/C=C/C2=CC=CC=C2.[Pd].[Pd] (tris(dibenzylideneacetone)-dipalladium (0)), C1(=CC=CC=C1)P([C-]1C=CC=C1)C1=CC=CC=C1.[C-]1(C=CC=C1)P(C1=CC=CC=C1)C1=CC=CC=C1.[Fe+2] (1,1′-bis(diphenylphosphino)ferrocene). The solvent is C1CCOC1 (THF), C1CCOC1 (THF). Reaction conditions: temperature 55 celsius, time 1 hour. Product: C(C1=CC=CC=C1)[C@H]1N(C(OC1)=O)C([C@@H]([C@H]([C@H](C)OCC1=CC=CC=C1)OCC(=C)C)CC1=CC=C(C=C1)C)=O ((R)-4-benzyl-3-((2R,3R,4S)-4-(benzyloxy)-3-((2-methylallyl)oxy)-2-(4-methylbenzyl)pentanoyl)oxazolidin-2-one). Isolated yield 150.3%. RXN SMILES: [CH2:1]([C@@H:8]1[CH2:12][O:11][C:10](=[O:13])[N:9]1[C:14](=[O:36])[C@H:15]([CH2:28][C:29]1[CH:34]=[CH:33][C:32]([CH3:35])=[CH:31][CH:30]=1)[C@@H:16]([OH:27])[C@@H:17]([O:19][CH2:20][C:21]1[CH:26]=[CH:25][CH:24]=[CH:23][CH:22]=1)[CH3:18])[C:2]1[CH:7]=[CH:6][CH:5]=[CH:4][CH:3]=1>C1COCC1.C1C=CC(/C=C/C(/C=C/C2C=CC=CC=2)=O)=CC=1.C1C=CC(/C=C/C(/C=C/C2C=CC=CC=2)=O)=CC=1.C1C=CC(/C=C/C(/C=C/C2C=CC=CC=2)=O)=CC=1.[Pd].[Pd].C1(P(C2C=CC=CC=2)[C-]2C=CC=C2)C=CC=CC=1.[C-]1(P(C2C=CC=CC=2)C2C=CC=CC=2)C=CC=C1.[Fe+2]>[CH2:1]([C@@H:8]1[CH2:12][O:11][C:10](=[O:13])[N:9]1[C:14](=[O:36])[C@H:15]([CH2:28][C:29]1[CH:30]=[CH:31][C:32]([CH3:35])=[CH:33][CH:34]=1)[C@@H:16]([O:27][CH2:3][C:2]([CH3:7])=[CH2:1])[C@@H:17]([O:19][CH2:20][C:21]1[CH:22]=[CH:23][CH:24]=[CH:25][CH:26]=1)[CH3:18])[C:2]1[CH:7]=[CH:6][CH:5]=[CH:4][CH:3]=1 |f:2.3.4.5.6,7.8.9|. Procedure: To a 250 mL round bottom flask were added (R)-4-benzyl-3-((2R,3R,4S)-4-(benzyloxy)-3-hydroxy-2-(4-methylbenzyl)pentanoyl)oxazolidin-2-one (11.2 g, 23 mmol) and anhydrous THF (145 mL). The solution was sparged with N2 for 5 min and then tris(dibenzylideneacetone)-dipalladium (0) (Pd2(dba)3; 2.10 g, 2.3 mmol) and 1,1′-bis(diphenylphosphino)ferrocene (dppf; 2.55 g, 4.59 mmol) were added, and the resulting dark solution was sparged with N2 for an additional 5 minutes. The reaction mixture was warmed... The reactants are OB(O)c1ccc(Cl)cc1, Clc1nc(Nc2cc[nH]n2)cc2ccccc12. The product is Clc1ccc(-c2nc(Nc3cc[nH]n3)cc3ccccc23)cc1. Reaction SMILES: [Cl:18][c:19]1[cH:20][cH:21][c:22]([B:25]([OH:26])[OH:27])[cH:23][cH:24]1.[Cl:1][c:2]1[n:3][c:4]([NH:12][c:13]2[n:14][nH:15][cH:16][cH:17]2)[cH:5][c:6]2[cH:7][cH:8][cH:9][cH:10][c:11]12>>[c:2]1(-[c:22]2[cH:21][cH:20][c:19]([Cl:18])[cH:24][cH:23]2)[n:3][c:4]([NH:12][c:13]2[n:14][nH:15][cH:16][cH:17]2)[cH:5][c:6]2[cH:7][cH:8][cH:9][cH:10][c:11]12.